Dataset: the Open Reaction Database (ORD), a public repository of structured organic reaction records. Task: describe an organic reaction: reactants, conditions, products, and yield The reactants are CNCC(O)CN1CCC(Oc2ccc(Cl)c(C)c2Cl)CC1, O=C(O)c1sc(=O)[nH]c1C(F)(F)F. Yields the product Cc1c(Cl)ccc(OC2CCN(CC(O)CN(C)C(=O)c3sc(=O)[nH]c3C(F)(F)F)CC2)c1Cl. As a reaction SMILES: [Cl:1][c:2]1[c:3]([O:4][CH:5]2[CH2:6][CH2:7][N:8]([CH2:11][CH:12]([CH2:13][NH:14][CH3:15])[OH:16])[CH2:9][CH2:10]2)[cH:17][cH:18][c:19]([Cl:22])[c:20]1[CH3:21].[O:23]=[c:24]1[s:25][c:26]([C:33](=[O:34])[OH:35])[c:27]([C:29]([F:30])([F:31])[F:32])[nH:28]1>>[Cl:1][c:2]1[c:3]([O:4][CH:5]2[CH2:6][CH2:7][N:8]([CH2:11][CH:12]([CH2:13][N:14]([CH3:15])[C:33]([c:26]3[s:25][c:24](=[O:23])[nH:28][c:27]3[C:29]([F:30])([F:31])[F:32])=[O:35])[OH:16])[CH2:9][CH2:10]2)[cH:17][cH:18][c:19]([Cl:22])[c:20]1[CH3:21]. The reactants are [Al+3], CCOC(=O)CCBr, O=C(c1cc(F)cnc1Oc1cc(Cl)ccc1Cl)N1CCNc2ccccc21, [H-], [H-], [H-], [H-], [Li+], CN(C)C=O. Product: CCOC(=O)CCN1CCN(C(=O)c2cc(F)cnc2Oc2cc(Cl)ccc2Cl)c2ccccc21. As a reaction SMILES: [Al+3:30].[CH2:35]([CH3:36])[O:37][C:38]([CH2:39][CH2:40][Br:41])=[O:42].[Cl:1][c:2]1[c:3]([O:4][c:5]2[n:6][cH:7][c:8]([F:23])[cH:9][c:10]2[C:11](=[O:12])[N:13]2[CH2:14][CH2:15][NH:16][c:17]3[cH:18][cH:19][cH:20][cH:21][c:22]32)[cH:24][c:25]([Cl:28])[cH:26][cH:27]1.[H-:29].[H-:32].[H-:33].[H-:34].[Li+:31].[O:43]=[CH:44][N:45]([CH3:46])[CH3:47]>>[Cl:1][c:2]1[c:3]([O:4][c:5]2[n:6][cH:7][c:8]([F:23])[cH:9][c:10]2[C:11](=[O:12])[N:13]2[CH2:14][CH2:15][N:16]([CH2:40][CH2:39][C:38]([O:37][CH2:35][CH3:36])=[O:42])[c:17]3[cH:18][cH:19][cH:20][cH:21][c:22]32)[cH:24][c:25]([Cl:28])[cH:26][cH:27]1. The reactants are C(C1=CC=CC=C1)O[C@@H](CNC(CC(=O)N[C@H]1C(NC2=C(CC1)C=CC=C2)=O)(C)C)C (3-[2(R)-Benzyloxypropyl]amino-3-methyl- N-[2,3,4,5-tetrahydro-2-oxo-1H-benzazepin-3(R)-yl]butanamide), CNC(=O)NCC1=C(C=CC=C1)C1=CC=C(C=C1)CO (2'-[[(methylamino)carbonyl]amino]methyl-1,1'-biphenyl-4-methanol), methanesulfonate ester, C41H49N5O4. Product: C(C1=CC=CC=C1)O[C@@H](CNC(CC(=O)N[C@H]1C(N(C2=C(CC1)C=CC=C2)CC2=CC=C(C=C2)C2=C(C=CC=C2)CNC(=O)NC)=O)(C)C)C (3-[2(R)-Benzyloxypropyl]amino-3-methyl- N-[2,3,4,5-tetrahydro-1-[[2'-[[[(methylamino)carbonyl]amino]methyl][1,1'-biphenyl]-4-yl]methyl]-2-oxo-1H-benzazepin-3(R)-yl]butanamide). Reaction SMILES: [CH2:1]([O:8][C@H:9]([CH3:31])[CH2:10][NH:11][C:12]([CH3:30])([CH3:29])[CH2:13][C:14]([NH:16][C@@H:17]1[CH2:23][CH2:22][C:21]2[CH:24]=[CH:25][CH:26]=[CH:27][C:20]=2[NH:19][C:18]1=[O:28])=[O:15])[C:2]1[CH:7]=[CH:6][CH:5]=[CH:4][CH:3]=1.[CH3:32][NH:33][C:34]([NH:36][CH2:37][C:38]1[CH:43]=[CH:42][CH:41]=[CH:40][C:39]=1[C:44]1[CH:49]=[CH:48][C:47]([CH2:50]O)=[CH:46][CH:45]=1)=[O:35]>>[CH2:1]([O:8][C@H:9]([CH3:31])[CH2:10][NH:11][C:12]([CH3:30])([CH3:29])[CH2:13][C:14]([NH:16][C@@H:17]1[CH2:23][CH2:22][C:21]2[CH:24]=[CH:25][CH:26]=[CH:27][C:20]=2[N:19]([CH2:50][C:47]2[CH:46]=[CH:45][C:44]([C:39]3[CH:40]=[CH:41][CH:42]=[CH:43][C:38]=3[CH2:37][NH:36][C:34]([NH:33][CH3:32])=[O:35])=[CH:49][CH:48]=2)[C:18]1=[O:28])=[O:15])[C:2]1[CH:7]=[CH:6][CH:5]=[CH:4][CH:3]=1. Procedure details: Prepared from 3-[2(R)-benzyloxypropyl]amino-3-methyl- N-[2,3,4,5-tetrahydro-2-oxo-1H-benzazepin-3(R)-yl]butanamide (Step C) and 2'-[[(methylamino)carbonyl]amino]methyl-1,1'-biphenyl-4-methanol, methanesulfonate ester (Example 48, Step I) according to the procedure described in Example 35, Step H. 1H NMR (200 MHz, CD3OD): δ 1.10 (s, 3H), 1.12 (s, 3H), 1.18 (d, 6 Hz, 3H), 1.95 (m, 1H), 2.12-2.39 (m, 3H), 2.40-2.63 (m, 3H), 2.63 (s, 3H), 3.70 (m, 1H), 4.13 (s, 2H), 4.42 (dd; 12, 8 Hz; 1H), 4.46 (d,... Starting materials: O=C([O-])[O-], CN(C)C=O, COc1cc2c(c3c1OC(C)(C)C3)C(c1cccc(NC(=O)CCCCl)c1)=NC(C)(C)C2, [I-], [K+], [K+], [K+], O. Product: COc1cc2c(c3c1OC(C)(C)C3)C(c1cccc(N3CCCC3=O)c1)=NC(C)(C)C2, Cl. Reaction SMILES: [C:1](=[O:2])([O-:3])[O-:4].[CH3:42][N:43]([CH3:44])[CH:45]=[O:46].[Cl:9][CH2:10][CH2:11][CH2:12][C:13](=[O:14])[NH:15][c:16]1[cH:17][c:18]([C:22]2=[N:23][C:24]([CH3:39])([CH3:40])[CH2:25][c:26]3[cH:27][c:28]([O:37][CH3:38])[c:29]4[c:30]([c:31]32)[CH2:32][C:33]([CH3:35])([CH3:36])[O:34]4)[cH:19][cH:20][cH:21]1.[I-:8].[K+:5].[K+:6].[K+:7].[OH2:41]>>[CH2:10]1[CH2:11][CH2:12][C:13](=[O:14])[N:15]1[c:16]1[cH:17][c:18]([C:22]2=[N:23][C:24]([CH3:39])([CH3:40])[CH2:25][c:26]3[cH:27][c:28]([O:37][CH3:38])[c:29]4[c:30]([c:31]32)[CH2:32][C:33]([CH3:35])([CH3:36])[O:34]4)[cH:19][cH:20][cH:21]1.[ClH:9]. Reactants: [Li+].C1[C@@H]2N(C1=O)[C@H](/C(=C/CO)/O2)C(=O)[O-] (Lithium clavulanate), CC(=O)C (acetone), P(=O)([O-])([O-])[O-].[K+].[K+].[K+] (Tripotassium orthophosphate), P(=O)([O-])([O-])[O-].[Li+].[Li+].[Li+] (lithium orthophosphate). The solvent is O (water). Reaction conditions: time 20 minute. Product: C1[C@@H]2N(C1=O)[C@H](/C(=C/CO)/O2)C(=O)[O-].[K+] (potassium clavulanate). RXN SMILES: [Li+].[CH2:2]1[C:5](=[O:6])[N:4]2[C@@H:7]([C:13]([O-:15])=[O:14])/[C:8](/[O:12][C@H:3]12)=[CH:9]/[CH2:10][OH:11].P([O-])([O-])([O-])=O.[K+:21].[K+].[K+].P([O-])([O-])([O-])=O.[Li+].[Li+].[Li+].CC(C)=O>O>[CH2:2]1[C:5](=[O:6])[N:4]2[C@@H:7]([C:13]([O-:15])=[O:14])/[C:8](/[O:12][C@H:3]12)=[CH:9]/[CH2:10][OH:11].[K+:21] |f:0.1,2.3.4.5,6.7.8.9,12.13|. Procedure: Lithium clavulanate (5.15 g, estimated purity 95% pfa, 0.025 moles) was dissolved in 45 mls water and cooled in an ice bath. Tripotassium orthophosphate (10.1 mls of 1 M solution; 1.2 equivs) was added in one lot. The solution was seeded with lithium orthophosphate (1 mg) and acetone (20 ml) added over 1/2 hr. By this time a large quantity of lithium phosphate had separated out and the pH dropped from 8.3 to 7.4. The solution was made up to 100 ml with acetone over 20 minutes and was then made u... Reaction SMILES: [BrH:35].[CH3:37][C:38](=[O:39])[OH:40].[Cl:1][c:2]1[cH:3][cH:4][cH:5][cH:31][c:32]1[C:33]([NH:6][c:7]1[c:8]([C:22]([c:23]2[c:24]([Cl:29])[cH:25][cH:26][cH:27][cH:28]2)=[O:30])[c:9]([CH3:21])[n:10][n:11]1-[c:12]1[c:13]([Cl:20])[cH:14][c:15]([Cl:19])[cH:16][c:17]1[Cl:18])=[O:34].[OH2:36]>>[NH2:6][c:7]1[c:8]([C:22]([c:23]2[c:24]([Cl:29])[cH:25][cH:26][cH:27][cH:28]2)=[O:30])[c:9]([CH3:21])[n:10][n:11]1-[c:12]1[c:13]([Cl:20])[cH:14][c:15]([Cl:19])[cH:16][c:17]1[Cl:18]. Product: Cc1nn(-c2c(Cl)cc(Cl)cc2Cl)c(N)c1C(=O)c1ccccc1Cl. Reactants: Br, CC(=O)O, Cc1nn(-c2c(Cl)cc(Cl)cc2Cl)c(NC(=O)c2ccccc2Cl)c1C(=O)c1ccccc1Cl, O. The reactants are ClC1=CC(=C(C(=O)Cl)C=C1)OC (4-chloro-2-methoxybenzoyl chloride), [Al+3].[Cl-].[Cl-].[Cl-] (AlCl3), C(=O)(O)[O-].[Na+] (NaHCO3), ClC1=CC(=C(C(=O)O)C=C1)OC (4-chloro-2-methoxybenzoic acid), N1(C=CC=C1)C1=C(NC=C1)C(=O)C1=C(C=CC=C1)OC (1′H-1,3′-Bipyrrol-2′-yl(2-methoxyphenyl)methanone). Solvent: C(Cl)Cl (DCM), C(Cl)Cl (DCM), C(Cl)Cl (DCM), C1=CC=CC=C1 (benzene), O=S(Cl)Cl (SOCl2), C(Cl)Cl (DCM). Reaction conditions: time 8 hour. Product: ClC1=CC(=C(C(=O)C=2N(C=CC2)C2=C(NC=C2)C(=O)C2=C(C=CC=C2)OC)C=C1)OC ((2-(4-Chloro-2-methoxybenzoyl)-1′H-1,3′-bipyrrol-2′-yl)(2-methoxyphenyl)methanone). Isolated yield 70.6%. Reaction SMILES: [Cl:1][C:2]1[CH:10]=[CH:9][C:5]([C:6]([OH:8])=O)=[C:4]([O:11][CH3:12])[CH:3]=1.ClC1C=CC(C(Cl)=O)=C(OC)C=1.[Al+3].[Cl-].[Cl-].[Cl-].[N:29]1([C:34]2[CH:38]=[CH:37][NH:36][C:35]=2[C:39]([C:41]2[CH:46]=[CH:45][CH:44]=[CH:43][C:42]=2[O:47][CH3:48])=[O:40])[CH:33]=[CH:32][CH:31]=[CH:30]1.C([O-])(O)=O.[Na+]>C1C=CC=CC=1.O=S(Cl)Cl.C(Cl)Cl>[Cl:1][C:2]1[CH:10]=[CH:9][C:5]([C:6]([C:30]2[N:29]([C:34]3[CH:38]=[CH:37][NH:36][C:35]=3[C:39]([C:41]3[CH:46]=[CH:45][CH:44]=[CH:43][C:42]=3[O:47][CH3:48])=[O:40])[CH:33]=[CH:32][CH:31]=2)=[O:8])=[C:4]([O:11][CH3:12])[CH:3]=1 |f:2.3.4.5,7.8|. Procedure details: Into a solution of 4-chloro-2-methoxybenzoic acid (125 mg, 0.67 mmol, 1.2 eq.) in benzene (1.5 mL), SOCl2 (1.5 mL) was added at room temperature and the resulting solution was refluxed for 2 h. The reaction mixture was concentrated under vacuum to generate 4-chloro-2-methoxybenzoyl chloride which was used directly in the next step without purification. A solution of 4-chloro-2-methoxybenzoyl chloride in DCM (2 mL) was added to a slurry of AlCl3 (96 mg, 1.3 eq.) in DCM (2.5 mL) at 0° C. and then ... The reactants are CCCCOc1ccc2c(c1F)Cc1c-2ccc(B(O)O)c1F, COC(C)(C)C, OO. Yields the product CCCCOc1ccc2c(c1F)Cc1c-2ccc(O)c1F. RXN SMILES: [CH2:1]([CH2:2][CH2:3][CH3:4])[O:5][c:6]1[cH:7][cH:8][c:9]2[c:17]([c:18]1[F:19])[CH2:16][c:15]1[c:10]-2[cH:11][cH:12][c:13]([B:21]([OH:22])[OH:23])[c:14]1[F:20].[CH3:26][O:27][C:28]([CH3:29])([CH3:30])[CH3:31].[OH:24][OH:25]>>[CH2:1]([CH2:2][CH2:3][CH3:4])[O:5][c:6]1[cH:7][cH:8][c:9]2[c:17]([c:18]1[F:19])[CH2:16][c:15]1[c:10]-2[cH:11][cH:12][c:13]([OH:24])[c:14]1[F:20].